Dataset: the Open Reaction Database (ORD), a public repository of structured organic reaction records. Task: describe an organic reaction: reactants, conditions, products, and yield Starting materials: FC1(CN(CCC1=O)C(=O)OC(C)(C)C)F (tert-butyl 3,3-difluoro-4-oxopiperidine-1-carboxylate), C(C1=CC=CC=C1)N (benzylamine), C(C)(=O)O[BH-](OC(C)=O)OC(C)=O.[Na+] (sodium triacetoxyborohydride), C(=O)([O-])[O-].[Na+].[Na+] (Na2CO3). The solvent is C(Cl)Cl (CH2Cl2). Conditions: time 22 hour. Yields the product C(C1=CC=CC=C1)NC1C(CN(CC1)C(=O)OC(C)(C)C)(F)F (tert-butyl 4-(benzylamino)-3,3-difluoropiperidine-1-carboxylate). Reaction SMILES: [F:1][C:2]1([F:16])[C:7](=O)[CH2:6][CH2:5][N:4]([C:9]([O:11][C:12]([CH3:15])([CH3:14])[CH3:13])=[O:10])[CH2:3]1.[CH2:17]([NH2:24])[C:18]1[CH:23]=[CH:22][CH:21]=[CH:20][CH:19]=1.C(O[BH-](OC(=O)C)OC(=O)C)(=O)C.[Na+].C([O-])([O-])=O.[Na+].[Na+]>C(Cl)Cl>[CH2:17]([NH:24][CH:7]1[CH2:6][CH2:5][N:4]([C:9]([O:11][C:12]([CH3:15])([CH3:14])[CH3:13])=[O:10])[CH2:3][C:2]1([F:16])[F:1])[C:18]1[CH:23]=[CH:22][CH:21]=[CH:20][CH:19]=1 |f:2.3,4.5.6|. Procedure details: To a solution of tert-butyl 3,3-difluoro-4-oxopiperidine-1-carboxylate (0.250 g, 1.06 mmol) in CH2Cl2 (4.5 mL) was added benzylamine (0.13 mL, 1.17 mmol) and sodium triacetoxyborohydride (0.356 g, 1.59 mmol) and the solution was stirred at rt for 22 h. The reaction mixture was treated with sat. aq. Na2CO3 and extracted with EA (3×50 mL). The combined organic extracts were dried over MgSO4, filtered, and the solvent removed under reduced pressure. The residue was purified by FC (Heptane/EA, 1:1) ... The reactants are B, C1CCOC1, COc1ccc(C2(c3ccccc3)CCN(CCC#N)CC2)cc1, Cl, [Na+], [OH-]. Product: COc1ccc(C2(c3ccccc3)CCN(CCCN)CC2)cc1. Reaction SMILES: [BH3:25].[CH2:29]1[O:30][CH2:31][CH2:32][CH2:33]1.[CH3:1][O:2][c:3]1[cH:4][cH:5][c:6]([C:9]2([c:19]3[cH:20][cH:21][cH:22][cH:23][cH:24]3)[CH2:10][CH2:11][N:12]([CH2:15][CH2:16][C:17]#[N:18])[CH2:13][CH2:14]2)[cH:7][cH:8]1.[ClH:26].[Na+:28].[OH-:27]>>[CH3:1][O:2][c:3]1[cH:4][cH:5][c:6]([C:9]2([c:19]3[cH:20][cH:21][cH:22][cH:23][cH:24]3)[CH2:10][CH2:11][N:12]([CH2:15][CH2:16][CH2:17][NH2:18])[CH2:13][CH2:14]2)[cH:7][cH:8]1. Reactants: Cl.NO (Hydroxylamine hydrochloride), N1=C(C=NC=C1)C1=CC(SS1)=S (5-(pyrazin-2-yl)-1,2-dithiole-3-thione), C(C)(=O)[O-].[Na+] (sodium acetate). The solvent is O (water), CO (methanol). Run at temperature 65 celsius. The product is ON=C1SSC(=C1)C1=NC=CN=C1 (3-hydroxyimino-5-(pyrazin-2-yl)-1,2-dithiole). Yield: 72.6%. RXN SMILES: [N:1]1[CH:6]=[CH:5][N:4]=[CH:3][C:2]=1[C:7]1[S:11][S:10][C:9](=S)[CH:8]=1.Cl.[NH2:14][OH:15].C([O-])(=O)C.[Na+]>CO.O>[OH:15][N:14]=[C:9]1[CH:8]=[C:7]([C:2]2[CH:3]=[N:4][CH:5]=[CH:6][N:1]=2)[S:11][S:10]1 |f:1.2,3.4|. Reported procedure: A suspension of 5-(pyrazin-2-yl)-1,2-dithiole-3-thione (31.85 g.) in methanol (1,400 cc.) is heated at a temperature of about 65° C. Hydroxylamine hydrochloride (24 g.), followed by sodium acetate (35 g.) dissolved in water (75 cc.), are then added. The reaction mixture is then heated for 3 hours at a temperature of about 65° C. After cooling to a temperature of about 20° C., the insoluble product is filtered off and is then washed with methanol (4 × 100 cc.) and with carbon disulphide (4 × 100 ... Reactants: COc1ccc(C2(c3ccc(O)c(Br)c3)N=C(NC(=O)OC(C)(C)C)c3ccccc32)cc1, O=C([O-])[O-], CCOC(C)=O, CN(C)C=O, [Cs+], [Cs+], CI. Yields the product COc1ccc(C2(c3ccc(O)cc3)N=C(NC(=O)OC(C)(C)C)c3ccccc32)cc1. RXN SMILES: [C:1]([CH3:2])([CH3:3])([CH3:4])[O:5][C:6]([NH:7][C:8]1=[N:9][C:10]([c:17]2[cH:18][cH:19][c:20]([O:23][CH3:24])[cH:21][cH:22]2)([c:25]2[cH:26][c:27]([Br:32])[c:28]([OH:31])[cH:29][cH:30]2)[c:11]2[cH:12][cH:13][cH:14][cH:15][c:16]21)=[O:33].[C:34](=[O:35])([O-:36])[O-:37].[CH3:42][CH2:43][O:44][C:45](=[O:46])[CH3:47].[CH:48]([N:49]([CH3:50])[CH3:51])=[O:52].[Cs+:38].[Cs+:39].[I:40][CH3:41]>>[C:1]([CH3:2])([CH3:3])([CH3:4])[O:5][C:6]([NH:7][C:8]1=[N:9][C:10]([c:17]2[cH:18][cH:19][c:20]([O:23][CH3:24])[cH:21][cH:22]2)([c:25]2[cH:26][cH:27][c:28]([OH:31])[cH:29][cH:30]2)[c:11]2[cH:12][cH:13][cH:14][cH:15][c:16]21)=[O:33]. Reactants: C(C)(=O)OC1CCC=2C1=NC=C(C2N2C[C@H]([C@@H]([C@H](C2)C)OC(C)=O)NC(=O)OC(C)(C)C)[N+](=O)[O-] (4-{(3R,4R,5S)-4-(acetyloxy)-3-[(tert-butoxycarbonyl)amino]-5-methylpiperidin-1-yl}-3-nitro-6,7-dihydro-5H-cyclopenta[b]pyridin-7-yl acetate), O (water), CC(=O)O (AcOH). Isolated yield 101.7%. As a reaction SMILES: [C:1]([O:4][CH:5]1[C:9]2=[N:10][CH:11]=[C:12]([N+:33]([O-])=O)[C:13]([N:14]3[CH2:19][C@H:18]([CH3:20])[C@@H:17]([O:21][C:22](=[O:24])[CH3:23])[C@H:16]([NH:25][C:26]([O:28][C:29]([CH3:32])([CH3:31])[CH3:30])=[O:27])[CH2:15]3)=[C:8]2[CH2:7][CH2:6]1)(=[O:3])[CH3:2].O.CC(O)=O>CCOC(C)=O.[Fe]>[C:22]([O:21][C@@H:17]1[C@@H:18]([CH3:20])[CH2:19][N:14]([C:13]2[C:12]([NH2:33])=[CH:11][N:10]=[C:9]3[CH:5]([O:4][C:1](=[O:3])[CH3:2])[CH2:6][CH2:7][C:8]=23)[CH2:15][C@H:16]1[NH:25][C:26]([O:28][C:29]([CH3:30])([CH3:32])[CH3:31])=[O:27])(=[O:24])[CH3:23]. Conditions: time 3 hour. Procedure: A mixture of 4-{(3R,4R,5S)-4-(acetyloxy)-3-[(tert-butoxycarbonyl)amino]-5-methylpiperidin-1-yl}-3-nitro-6,7-dihydro-5H-cyclopenta[b]pyridin-7-yl acetate (0.086 g, 0.17 mmol), water (0.10 mL), AcOH (3.0 mL) and iron powder (0.200 g, 3.58 mmol) was stirred at room temperature for 3 h. The reaction mixture was diluted with EtOAc (10 mL), then filtered. The filtrate was concentrated under reduced pressure. EtOAc (20 mL) and aq. Na2CO3 (10 mL) were added to the residue and the mixture was stirred at ... The solvent is CCOC(=O)C (EtOAc). Yields the product C(C)(=O)O[C@H]1[C@@H](CN(C[C@@H]1C)C1=C2C(=NC=C1N)C(CC2)OC(C)=O)NC(=O)OC(C)(C)C ((3R,4R,5S)-1-[7-(Acetyloxy)-3-amino-6,7-dihydro-5H-cyclopenta[b]pyridin-4-yl]-3-[(tert-butoxycarbonyl)amino]-5-methylpiperidin-4-yl acetate). Reagents/catalysts: [Fe] (iron). Reactants: O=C([O-])[O-], COC(=O)C1CCCC(C(=O)c2ccc(Br)cc2)C1, Cc1ccccc1, Nc1ccc(B(O)O)cc1, [Na+], [Na+], C1COCCO1. Product: COC(=O)C1CCCC(C(=O)c2ccc(-c3ccc(N)cc3)cc2)C1. As a reaction SMILES: [C:43](=[O:44])([O-:45])[O-:46].[CH3:1][O:2][C:3](=[O:4])[CH:5]1[CH2:6][CH:7]([C:11]([c:12]2[cH:13][cH:14][c:15]([Br:18])[cH:16][cH:17]2)=[O:19])[CH2:8][CH2:9][CH2:10]1.[CH3:30][c:31]1[cH:32][cH:33][cH:34][cH:35][cH:36]1.[NH2:20][c:21]1[cH:22][cH:23][c:24]([B:27]([OH:28])[OH:29])[cH:25][cH:26]1.[Na+:47].[Na+:48].[O:37]1[CH2:38][CH2:39][O:40][CH2:41][CH2:42]1>>[CH3:1][O:2][C:3](=[O:4])[CH:5]1[CH2:6][CH:7]([C:11]([c:12]2[cH:13][cH:14][c:15](-[c:24]3[cH:23][cH:22][c:21]([NH2:20])[cH:26][cH:25]3)[cH:16][cH:17]2)=[O:19])[CH2:8][CH2:9][CH2:10]1. Reactants: [H-].[Al+3].[Li+].[H-].[H-].[H-] (Lithium aluminum hydride), COCOC=1C=C2OC(C3=C4C(=CC(NC4=CC=C3C2=CC1)(C)C)C)=O (8-methoxymethoxy-2,2,4-trimethyl-1,2-dihydro-6-oxa-1-azachrysen-5-one), Cl (HCl). Solvent: O1CCCC1 (tetrahydrofuran), O1CCCC1 (tetrahydrofuran), O (water), C(C)(=O)OCC (Ethyl acetate), C(C)(=O)OCC (ethyl acetate). Reaction conditions: time 30 minute. Yields the product OC1=C(C=CC(=C1)OCOC)C=1C(=C2C(=CC(NC2=CC1)(C)C)C)CO (6-(2-Hydroxy-4-methoxymethoxyphenyl)-5-hydroxymethyl-2,2,4-trimethyl-1,2-dihydroquinoline). Reaction SMILES: [H-].[Al+3].[Li+].[H-].[H-].[H-].[CH3:7][O:8][CH2:9][O:10][C:11]1[CH:12]=[C:13]2[C:26](=[CH:27][CH:28]=1)[C:25]1[C:16](=[C:17]3[C:22](=[CH:23][CH:24]=1)[NH:21][C:20]([CH3:30])([CH3:29])[CH:19]=[C:18]3[CH3:31])[C:15](=[O:32])[O:14]2.Cl>O1CCCC1.C(OCC)(=O)C.O>[OH:14][C:13]1[CH:12]=[C:11]([O:10][CH2:9][O:8][CH3:7])[CH:28]=[CH:27][C:26]=1[C:25]1[C:16]([CH2:15][OH:32])=[C:17]2[C:22](=[CH:23][CH:24]=1)[NH:21][C:20]([CH3:30])([CH3:29])[CH:19]=[C:18]2[CH3:31] |f:0.1.2.3.4.5|. Procedure details: Lithium aluminum hydride (167 mg, 4.40 mmol) was suspended in anhydrous tetrahydrofuran (3 mL). A solution of 8-methoxymethoxy-2,2,4-trimethyl-1,2-dihydro-6-oxa-1-azachrysen-5-one (Reference Compound No. 1-(5), 744.1 mg, 2.12 mmol) in anhydrous tetrahydrofuran (10 mL) was added dropwise to the suspension at 0° C., the reaction mixture was stirred at the same temperature for 30 minutes. Ethyl acetate (2 mL) and water (1 mL) were added to the reaction mixture successively, and then ethyl acetate (... Reactants: C(C(C)C)N (isobutyl amine), [N+](=O)([O-])C=1C=C(C(=O)Cl)C=C(C1)[N+](=O)[O-] (3,5-dinitrobenzoyl chloride). Solvent: C(C)(=O)OCC (ethyl acetate). Yields the product C(C(C)C)NC(C1=CC(=CC(=C1)[N+](=O)[O-])[N+](=O)[O-])=O (N-isobutyl 3.5-dinitrobenzamide). Yield: 27.2%. RXN SMILES: [CH2:1]([NH2:5])[CH:2]([CH3:4])[CH3:3].[N+:6]([C:9]1[CH:10]=[C:11]([CH:15]=[C:16]([N+:18]([O-:20])=[O:19])[CH:17]=1)[C:12](Cl)=[O:13])([O-:8])=[O:7]>C(OCC)(=O)C>[CH2:1]([NH:5][C:12](=[O:13])[C:11]1[CH:10]=[C:9]([N+:6]([O-:8])=[O:7])[CH:17]=[C:16]([N+:18]([O-:20])=[O:19])[CH:15]=1)[CH:2]([CH3:4])[CH3:3]. Procedure details: The general procedure was used with isobutyl amine (14.6 g, 0.200 mole) and 3,5-dinitrobenzoyl chloride (23.0 g, 0.100 mole) in ethyl acetate. Produced 7.28 g (26%) crystals, mp 149°-155° C. Proton NMR (90 MHz) shows resonances at 9.168 ppm (m, 1H; 4-aryl H); 8.955 ppm (d, 2 Hz, 2H; 2,6-aryl H's); 6.526 ppm (bs, 1H; N-H); 3.378 ppm (t, 6.4 Hz, 2H; N-CH2); 2.050 ppm (sep, 7 Hz, 1H; CH); 1.021 ppm (d, 6.2 Hz, 6H; CH3). Reaction conditions: temperature 80 celsius. Procedure details: To a solution of methyl-2-oxocyclopentane carboxylate (2 g, 11.8 mmol, 1 eq), in dry ethanol (20 ml) was added a solution of 2-fluoro-5-chlorobenzamidine (2.04 g, 11.8 mmol, 1 eq) in ethanol (20 ml) and the reaction mixture was heated to 80° C. overnight. The reaction mixture was cooled to r.t. and the solvent was removed in vacuo to afford a crude residue which was purified by recrystallization from hot ethyl acetate to afford 2-(5-chloro-2-fluorophenyl)-5,6,7,8-tetrahydroquinazolin-4-ol (2.56 ... Starting materials: COC(=O)C1C(CCC1)=O (methyl-2-oxocyclopentane carboxylate), FC1=C(C(=N)N)C=C(C=C1)Cl (2-fluoro-5-chlorobenzamidine), C(C)O (ethanol), C(C)O (ethanol). Product: ClC=1C=CC(=C(C1)C1=NC=2CCCCC2C(=N1)O)F (2-(5-chloro-2-fluorophenyl)-5,6,7,8-tetrahydroquinazolin-4-ol). RXN SMILES: CO[C:3]([CH:5]1[CH2:9][CH2:8][CH2:7][C:6]1=[O:10])=O.[F:11][C:12]1[CH:20]=[CH:19][C:18]([Cl:21])=[CH:17][C:13]=1[C:14]([NH2:16])=[NH:15].[CH2:22](O)C>>[Cl:21][C:18]1[CH:19]=[CH:20][C:12]([F:11])=[C:13]([C:14]2[N:16]=[C:6]([OH:10])[C:5]3[CH2:3][CH2:22][CH2:7][CH2:8][C:9]=3[N:15]=2)[CH:17]=1. Yield: 78.0%. The reactants are BrC1=CC(=NC=C1)F (4-bromo-2-fluoropyridine), C(CCC)N (n-butan-1-amine). Run in CN1C(CCC1)=O (N-methyl-2-pyrrolidinone), C(Cl)Cl (DCM). The product is BrC1=CC(=NC=C1)NCCCC (4-bromo-N-butylpyridin-2-amine). Yield: 59.3%. RXN SMILES: [Br:1][C:2]1[CH:7]=[CH:6][N:5]=[C:4](F)[CH:3]=1.[CH2:9]([NH2:13])[CH2:10][CH2:11][CH3:12]>CN1CCCC1=O.C(Cl)Cl>[Br:1][C:2]1[CH:7]=[CH:6][N:5]=[C:4]([NH:13][CH2:9][CH2:10][CH2:11][CH3:12])[CH:3]=1. Reported procedure: A solution of 4-bromo-2-fluoropyridine (2.0 g, 11.3 mmol) and n-butan-1-amine (752 mg, 10.3 mmol) in N-methyl-2-pyrrolidinone (NMP, 10 mL) was stirred at 100° C. for 1 hr. The reaction was allowed to cool to room temperature and diluted with DCM (50 mL), washed with water (10 mL*2). The organic layer was dried over Na2SO4, filtered and concentrated. The residue was purified by column chromatography (0-20% EtOAc-petroleum ether gradient elution) to afford the desired product (1.4 g, 45%). 1H NMR ...